This data is from the Open Reaction Database (ORD), a public repository of structured organic reaction records. The task is: describe an organic reaction: reactants, conditions, products, and yield The reactants are N1=CC=C(C=C1)NC1=C(C(=O)O)C=CC=C1 (2-(4-Pyridinylamino)benzoic acid), S(=O)(Cl)Cl (thionyl chloride), S(=O)(Cl)Cl (thionyl chloride). Run in CN(C=O)C (N,N-dimethylformamide). Run at time 3 hour. Yields the product N1=CC=C(C=C1)NC1=C(C(=O)N2CCCCC2)C=CC=C1 (1-[2-(4-pyridinylamino)benzoyl]piperidine). Yield: 103.5%. As a reaction SMILES: [N:1]1[CH:6]=[CH:5][C:4]([NH:7][C:8]2[CH:16]=[CH:15][CH:14]=[CH:13][C:9]=2[C:10]([OH:12])=O)=[CH:3][CH:2]=1.S(Cl)(Cl)=O>CN(C)C=O>[N:1]1[CH:2]=[CH:3][C:4]([NH:7][C:8]2[CH:16]=[CH:15][CH:14]=[CH:13][C:9]=2[C:10]([N:1]2[CH2:6][CH2:5][CH2:4][CH2:3][CH2:2]2)=[O:12])=[CH:5][CH:6]=1. Procedure: 2-(4-Pyridinylamino)benzoic acid (244 g, 1.14 moles) was added with stirring at room temperature to 1.4 liters of thionyl chloride containing a catalytic amount (about 1.4 ml) of N,N-dimethylformamide. A mildly exothermic reaction ensued. The reaction was stirred at room temperature for 3 hours when the excess thionyl chloride was removed in vacuo. The residual oil was azeotroped twice with toluene. The yellowish gummy acid chloride was suspended in 1.5 liters of acetonitrile and 556 ml of piper... Procedure details: A mixture of 2-bromo-1-chloro-4-nitro-benzene (2.5 g), 4-ethoxycarbonyl-phenyl boronic acid (2.05 g), cesium carbonate (3.44 g) and tetrakis(triphenylphosphine)palladium0 (catalytic quantity), in 1:2 aqueous DME (45 ml) was heated to reflux for 18 h. The mixture was then cooled and partitioned between water and ethyl acetate. The dried extracts were evaporated to give the product as a white solid (3.01 g). This material was used in the next stage without further purification. Run in COCCOC (DME). As a reaction SMILES: Br[C:2]1[CH:7]=[C:6]([N+:8]([O-:10])=[O:9])[CH:5]=[CH:4][C:3]=1[Cl:11].[CH2:12]([O:14][C:15]([C:17]1[CH:22]=[CH:21][C:20](B(O)O)=[CH:19][CH:18]=1)=[O:16])[CH3:13].C(=O)([O-])[O-].[Cs+].[Cs+]>COCCOC>[CH2:12]([O:14][C:15]([C:17]1[CH:22]=[CH:21][C:20]([C:2]2[CH:7]=[C:6]([N+:8]([O-:10])=[O:9])[CH:5]=[CH:4][C:3]=2[Cl:11])=[CH:19][CH:18]=1)=[O:16])[CH3:13] |f:2.3.4|. Yield: 93.2%. Product: C(C)OC(=O)C1=CC=C(C=C1)C1=C(C=CC(=C1)[N+](=O)[O-])Cl (2′-Chloro-5′-nitro-biphenyl-4-carboxylic acid ethyl ester). The reactants are BrC1=C(C=CC(=C1)[N+](=O)[O-])Cl (2-bromo-1-chloro-4-nitro-benzene), C(C)OC(=O)C1=CC=C(C=C1)B(O)O (4-ethoxycarbonyl-phenyl boronic acid), C([O-])([O-])=O.[Cs+].[Cs+] (cesium carbonate), tetrakis(triphenylphosphine)palladium0. Yields the product Cn1ncnc1-c1cc(S(C)(=O)=O)c2[nH]c(=O)ccc2c1. Reactants: Cn1ncnc1-c1cc(S(C)=O)c2[nH]c(=O)ccc2c1, ClC(Cl)Cl, O=C(OO)c1cccc(Cl)c1. Reaction SMILES: [CH3:1][S:2](=[O:3])[c:4]1[cH:5][c:6](-[c:15]2[n:16][cH:17][n:18][n:19]2[CH3:20])[cH:7][c:8]2[cH:9][cH:10][c:11](=[O:14])[nH:12][c:13]12.[CH:32]([Cl:33])([Cl:34])[Cl:35].[Cl:21][c:22]1[cH:23][cH:24][cH:25][c:26]([C:27]([O:28][OH:30])=[O:29])[cH:31]1>>[CH3:1][S:2](=[O:3])([c:4]1[cH:5][c:6](-[c:15]2[n:16][cH:17][n:18][n:19]2[CH3:20])[cH:7][c:8]2[cH:9][cH:10][c:11](=[O:14])[nH:12][c:13]12)=[O:29]. Reactants: Cl.N1(CCNCC1)C(=O)C=1C=C2CCC(NC2=CC1)=O (6-(1-piperazinylcarbonyl)-3,4-dihydrocarbostyril hydrochloride), C([O-])([O-])=O.[K+].[K+] (potassium carbonate), C1(=CC=CC=C1)C(CCCS(=O)(=O)[O-])C#N (3-phenyl-3-cyanopropylmesylate), [I-].[Na+] (sodium iodide). Run in C(C)N(CC)CC (triethylamine), CN(C=O)C (dimethylformamide). Run at time 30 minute. The product is Cl.C(#N)C(CCN1CCN(CC1)C(=O)C=1C=C2CCC(NC2=CC1)=O)C1=CC=CC=C1 (6-[4-(3-cyano-3-phenylpropyl)-1-piperazinylcarbonyl] -3,4-dihydrocarbostyril monohydrochloride). As a reaction SMILES: [C:1]1([CH:7]([C:15]#[N:16])[CH2:8][CH2:9]CS([O-])(=O)=O)[CH:6]=[CH:5][CH:4]=[CH:3][CH:2]=1.[I-].[Na+].[ClH:19].[N:20]1([C:26]([C:28]2[CH:29]=[C:30]3[C:35](=[CH:36][CH:37]=2)[NH:34][C:33](=[O:38])[CH2:32][CH2:31]3)=[O:27])[CH2:25][CH2:24][NH:23][CH2:22][CH2:21]1.C(=O)([O-])[O-].[K+].[K+]>CN(C)C=O.C(N(CC)CC)C>[ClH:19].[C:15]([CH:7]([C:1]1[CH:2]=[CH:3][CH:4]=[CH:5][CH:6]=1)[CH2:8][CH2:9][N:23]1[CH2:24][CH2:25][N:20]([C:26]([C:28]2[CH:29]=[C:30]3[C:35](=[CH:36][CH:37]=2)[NH:34][C:33](=[O:38])[CH2:32][CH2:31]3)=[O:27])[CH2:21][CH2:22]1)#[N:16] |f:1.2,3.4,5.6.7,10.11|. Procedure: 3.8 Grams of 3-phenyl-3-cyanopropylmesylate was dissolved in 60 ml of dimethylformamide, then to this solution was added 4.0 g of sodium iodide and stirred at 60° C. to 70° C. for 30 minutes. Next, 5.8 g of 6-(1-piperazinylcarbonyl)-3,4-dihydrocarbostyril hydrochloride and 5.5 ml of triethylamine were added thereto and heated at 70° C. to 80° C. for 5 hours. The solvent was removed by evaporation, to the residue thus obtained was added 5%-potassium carbonate aqueous solution, then the mixture wa... Reactants: C1CCOC1, CCOCC, CCOC(=O)C(CCCCl)C1CCOCC1, [Na+], [OH-], O. Yields the product O=C(O)C(CCCCl)C1CCOCC1. RXN SMILES: [CH2:25]1[O:26][CH2:27][CH2:28][CH2:29]1.[CH3:20][CH2:21][O:22][CH2:23][CH3:24].[Cl:3][CH2:4][CH2:5][CH2:6][CH:7]([C:8](=[O:9])[O:10][CH2:11][CH3:12])[CH:13]1[CH2:14][CH2:15][O:16][CH2:17][CH2:18]1.[Na+:2].[OH-:1].[OH2:19]>>[Cl:3][CH2:4][CH2:5][CH2:6][CH:7]([C:8](=[O:9])[OH:10])[CH:13]1[CH2:14][CH2:15][O:16][CH2:17][CH2:18]1. Reactants: SC1=C(O)C(=C(C(=C1C)O)C)C (2-mercapto-3,5,6-trimethylhydroquinone), C1(=CC=C(C=C1)S(=O)(=O)O)C (p-toluenesulfonic acid), 4A. Solvent: CC(=O)C (acetone). Yields the product OC=1C(=C(C2=C(SC(O2)(C)C)C1C)C)C (5-Hydroxy-2,2,4,6,7-pentamethyl-1,3-benzoxathiole). The yield is 7.7%. RXN SMILES: [SH:1][C:2]1[C:8]([CH3:9])=[C:7]([OH:10])[C:6]([CH3:11])=[C:5]([CH3:12])[C:3]=1[OH:4].[C:13]1(C)[CH:18]=CC(S(O)(=O)=O)=C[CH:14]=1>CC(C)=O>[OH:10][C:7]1[C:6]([CH3:11])=[C:5]([CH3:12])[C:3]2[O:4][C:13]([CH3:18])([CH3:14])[S:1][C:2]=2[C:8]=1[CH3:9]. Procedure details: A mixture of 4.8 g of 2-mercapto-3,5,6-trimethylhydroquinone, 1 g of p-toluenesulfonic acid, 10 g of molecular sieve 4A and 100 ml of acetone was heated under reflux for 5 hours under a stream of nitrogen. At the end of this time, the acetone was distilled off, and an aqueous solution of sodium bicarbonate was added to the residue. This mixture was extracted with ethyl acetate. The extract was washed with water and dried over anhydrous magnesium sulfate. The solvent was distilled from the extrac... Starting materials: C=CCC1=C(C)CC(O)C1, Cc1cc(C(C)(C)C)c(O)c(C(C)(C)C)c1, Cc1ccccc1, CC1(C)C(C=C(Cl)C(CF)(CF)CF)C1C(=O)Cl, c1ccncc1. The product is C=CCC1=C(C)CC(OC(=O)C2C(C=C(Cl)C(CF)(CF)CF)C2(C)C)C1. Reaction SMILES: [CH2:1]([CH:2]=[CH2:3])[C:4]1=[C:8]([CH3:9])[CH2:7][CH:6]([OH:10])[CH2:5]1.[CH3:11][c:12]1[cH:13][c:14]([C:15]([CH3:16])([CH3:17])[CH3:18])[c:19]([OH:20])[c:21]([C:22]([CH3:23])([CH3:24])[CH3:25])[cH:26]1.[CH3:51][c:52]1[cH:53][cH:54][cH:55][cH:56][cH:57]1.[Cl:33][C:34](=[CH:35][CH:36]1[C:37]([CH3:42])([CH3:43])[CH:38]1[C:39](=[O:40])[Cl:41])[C:44]([CH2:45][F:46])([CH2:47][F:48])[CH2:49][F:50].[cH:27]1[cH:28][cH:29][n:30][cH:31][cH:32]1>>[CH2:1]([CH:2]=[CH2:3])[C:4]1=[C:8]([CH3:9])[CH2:7][CH:6]([O:10][C:39]([CH:38]2[CH:36]([CH:35]=[C:34]([Cl:33])[C:44]([CH2:45][F:46])([CH2:47][F:48])[CH2:49][F:50])[C:37]2([CH3:42])[CH3:43])=[O:40])[CH2:5]1. Reactants: CSC1=NC2=C(CN3C1=NN=N3)C=CC=C2 (11-Methylthio-5H-tetrazolo[5,1-c][1,4]benzodiazepine), NC1CCN(CC1)C (4-amino-1-methylpiperidine). Procedure: To a solution of 5.0 g. (22 mmol.) of 11-Methylthio-5H-tetrazolo[5,1-c][1,4]benzodiazepine in 15 ml. of 4-amino-1-methylpiperidine is heated at 115° C. for 18 hours. The excess amine is evaporated and the resulting solid is triturated with water. Recrystallization from ethanol-water gives the title product in 49% yield (m.p. 112°-114° C.). Yield: 49.0%. The product is CN1CCC(CC1)NC1=NC2=C(CN3C1=NN=N3)C=CC=C2 (N-(1-methyl-4-piperidyl)-5H-tetrazolo[5,1-c][1,4]benzodiazepin-11-amine). RXN SMILES: CS[C:3]1[C:9]2=[N:10][N:11]=[N:12][N:8]2[CH2:7][C:6]2[CH:13]=[CH:14][CH:15]=[CH:16][C:5]=2[N:4]=1.[NH2:17][CH:18]1[CH2:23][CH2:22][N:21]([CH3:24])[CH2:20][CH2:19]1>>[CH3:24][N:21]1[CH2:22][CH2:23][CH:18]([NH:17][C:3]2[C:9]3=[N:10][N:11]=[N:12][N:8]3[CH2:7][C:6]3[CH:13]=[CH:14][CH:15]=[CH:16][C:5]=3[N:4]=2)[CH2:19][CH2:20]1. Procedure details: To a solution of 1.5 g of 3-chloro-2-(2-formyl-1H-pyrrol-1-yl)pyridine in 20 ml of N,N-dimethylformamide, 1.3 g of N-bromosuccinimide was added. The mixture was stirred at room temperature for 3 hours. Water was poured into the reaction mixture, and a deposited precipitate was collected by filtration to obtain 1.9 g of 4-bromo-1-(3-chloro-2-pyridinyl)-1H-pyrrole-2-carbaldehyde of the formula: Isolated yield 91.7%. Starting materials: ClC=1C(=NC=CC1)N1C(=CC=C1)C=O (3-chloro-2-(2-formyl-1H-pyrrol-1-yl)pyridine), BrN1C(CCC1=O)=O (N-bromosuccinimide), O (Water). Conditions: time 3 hour. Reaction SMILES: [Cl:1][C:2]1[C:3]([N:8]2[CH:12]=[CH:11][CH:10]=[C:9]2[CH:13]=[O:14])=[N:4][CH:5]=[CH:6][CH:7]=1.[Br:15]N1C(=O)CCC1=O.O>CN(C)C=O>[Br:15][C:11]1[CH:10]=[C:9]([CH:13]=[O:14])[N:8]([C:3]2[C:2]([Cl:1])=[CH:7][CH:6]=[CH:5][N:4]=2)[CH:12]=1. The product is BrC=1C=C(N(C1)C1=NC=CC=C1Cl)C=O (4-bromo-1-(3-chloro-2-pyridinyl)-1H-pyrrole-2-carbaldehyde). The solvent is CN(C=O)C (N,N-dimethylformamide).